This data is from the Open Reaction Database (ORD), a public repository of structured organic reaction records. The task is: describe an organic reaction: reactants, conditions, products, and yield Starting materials: C(C1=CC=CC=C1)O[C@H]1C(O[C@@H]([C@H]([C@@H]1OCC1=CC=CC=C1)OCC1=CC=CC=C1)COCC1=CC=CC=C1)C1=CC(=C(C=2CCOC21)Cl)CO[Si](C2=CC=CC=C2)(C2=CC=CC=C2)C(C)(C)C (((7-((3S,4R,5R,6R)-3,4,5-Tris(benzyloxy)-6-(benzyloxymethyl)-tetrahydro-2H-pyran-2-yl)-4-chloro-2,3-dihydrobenzofuran-5-yl)methoxy)(tert-butyl)diphenylsilane), [F-].C(CCC)[N+](CCCC)(CCCC)CCCC (tetra-n-butylammonium fluoride). The solvent is C1CCOC1 (THF). Conditions: time 2 hour. Product: C(C1=CC=CC=C1)O[C@H]1C(O[C@@H]([C@H]([C@@H]1OCC1=CC=CC=C1)OCC1=CC=CC=C1)COCC1=CC=CC=C1)C1=CC(=C(C=2CCOC21)Cl)CO ((7-((3S,4R,5R,6R)-3,4,5-Tris(benzyloxy)-6-(benzyloxymethyl)-tetrahydro-2H-pyran-2-yl)-4-chloro-2,3-dihydrobenzofuran-5-yl)methanol). The yield is 93.9%. RXN SMILES: [CH2:1]([O:8][C@@H:9]1[C@@H:14]([O:15][CH2:16][C:17]2[CH:22]=[CH:21][CH:20]=[CH:19][CH:18]=2)[C@H:13]([O:23][CH2:24][C:25]2[CH:30]=[CH:29][CH:28]=[CH:27][CH:26]=2)[C@@H:12]([CH2:31][O:32][CH2:33][C:34]2[CH:39]=[CH:38][CH:37]=[CH:36][CH:35]=2)[O:11][CH:10]1[C:40]1[C:48]2[O:47][CH2:46][CH2:45][C:44]=2[C:43]([Cl:49])=[C:42]([CH2:50][O:51][Si](C(C)(C)C)(C2C=CC=CC=2)C2C=CC=CC=2)[CH:41]=1)[C:2]1[CH:7]=[CH:6][CH:5]=[CH:4][CH:3]=1.[F-].C([N+](CCCC)(CCCC)CCCC)CCC>C1COCC1>[CH2:1]([O:8][C@@H:9]1[C@@H:14]([O:15][CH2:16][C:17]2[CH:22]=[CH:21][CH:20]=[CH:19][CH:18]=2)[C@H:13]([O:23][CH2:24][C:25]2[CH:30]=[CH:29][CH:28]=[CH:27][CH:26]=2)[C@@H:12]([CH2:31][O:32][CH2:33][C:34]2[CH:35]=[CH:36][CH:37]=[CH:38][CH:39]=2)[O:11][CH:10]1[C:40]1[C:48]2[O:47][CH2:46][CH2:45][C:44]=2[C:43]([Cl:49])=[C:42]([CH2:50][OH:51])[CH:41]=1)[C:2]1[CH:7]=[CH:6][CH:5]=[CH:4][CH:3]=1 |f:1.2|. Procedure: To a solution of compound 47(827 mg, 0.87 mmol) in THF (4.0 mL) was added dropwise tetra-n-butylammonium fluoride (1.0M in THF, 2.17 mL, 2.17 mmol) at 0° C. After being stirred for 2 hours at room temperature, the mixture was partitioned between EtOAc and water. The organic layer was washed with brine, dried over MgSO4, filtered and concentrated in vacuo. The residue was purified by silica gel column chromatography to provide the product 48 (578 mg, 93%) as a white solid. The reactants are O1CCOC12CCC(CC2)C(CC)NC(=O)N(C)C (1-(1-1,4-dioxaspiro[4.5]decan-8-ylpropyl)-3,3-dimethylurea), Cl (HCl). Solvent: CC#N (CH3CN). The product is CN(C(=O)NC(CC)C1CCC(CC1)=O)C (1,1-dimethyl-3-(1-(4-oxocyclohexyl)propyl)urea). As a reaction SMILES: O1[C:5]2([CH2:10][CH2:9][CH:8]([CH:11]([NH:14][C:15]([N:17]([CH3:19])[CH3:18])=[O:16])[CH2:12][CH3:13])[CH2:7][CH2:6]2)[O:4]CC1.Cl>CC#N>[CH3:19][N:17]([CH3:18])[C:15]([NH:14][CH:11]([CH:8]1[CH2:7][CH2:6][C:5](=[O:4])[CH2:10][CH2:9]1)[CH2:12][CH3:13])=[O:16]. Reported procedure: A solution of 1-(1-1,4-dioxaspiro[4.5]decan-8-ylpropyl)-3,3-dimethylurea (as prepared in the previous step, 36 mg, 0.13 mmol, 1.00 equiv) in CH3CN (5 mL) and HCl (2M, 1 mL) was stirred for 2 h at room temperature. The resulting mixture was concentrated under vacuum. The residue was diluted with 10 mL of aq. sodium bicarbonate (1M). The resulting solution was extracted with 2×20 mL of dichloromethane. The organic layers were combined, dried over anhydrous sodium sulfate and concentrated under vac... Starting materials: FC(=C(F)F)OC(C(C(F)(F)F)(F)F)(F)F (perfluoropropyl perfluorovinyl ether), ClC(C(Cl)(Cl)Cl)(Cl)Cl (hexachloroethane), solid, [N+](=O)([O-])C=1C=C([O-])C=CC1.[Na+] (sodium 3-nitrophenoxide). The solvent is CN(C=O)C (dimethylformamide). Run at time 3 day. The product is FC(C(OC(C(C(F)(F)F)(F)F)(F)F)(Cl)F)(OC=1C=C(C=CC1)[N+](=O)[O-])F (3-(perfluoro-2-chloro-3-oxahexyloxy)-nitrobenzene). Isolated yield 89.0%. Reaction SMILES: [F:1][C:2]([O:6][C:7]([F:16])([F:15])[C:8]([F:14])([F:13])[C:9]([F:12])([F:11])[F:10])=[C:3]([F:5])[F:4].[Cl:17]C(Cl)(Cl)C(Cl)(Cl)Cl.[N+:25]([C:28]1[CH:29]=[C:30]([CH:32]=[CH:33][CH:34]=1)[O-:31])([O-:27])=[O:26].[Na+]>CN(C)C=O>[F:4][C:3]([F:5])([O:31][C:30]1[CH:29]=[C:28]([N+:25]([O-:27])=[O:26])[CH:34]=[CH:33][CH:32]=1)[C:2]([F:1])([Cl:17])[O:6][C:7]([F:15])([F:16])[C:8]([F:13])([F:14])[C:9]([F:10])([F:11])[F:12] |f:2.3|. Procedure details: To a mixture of 19.3 g (0.072 mol) of perfluoropropyl perfluorovinyl ether and 16.3 g (0.069 mol) of hexachloroethane in 25 mL of dimethylformamide (DMF) at about 0° C. under argon was added 6.85 g (0.043 mol) of solid sodium 3-nitrophenoxide over 14 min. The solid was rinsed into the flask with an additional 15 mL of DMF. The mixture was allowed to warm to room temperature and stirred for about 3 days. It was then poured into ice water containing 5 mL of concentrated hydrochloric acid and extra... Procedure details: A mixture of 2 g of 2-tert-butyl-5-chloro-6-nitrobenzothiazole, described in Example 5, 2 g of anhydrous potassium carbonate and 1.5 ml of thiomorpholine in 7 ml of 1-methyl-2-pyrrolidinone is heated in a sealed glass tube at 120° for 12 hours, poured into water, the solid filtered, washed with water and isopropyl alcohol to give 2-tert-butyl-6-nitro-5-[thiomorpholin-4-yl]benzothiazole, melting at 117°-120°. RXN SMILES: [C:1]([C:5]1[S:6][C:7]2[CH:13]=[C:12]([N+:14]([O-:16])=[O:15])[C:11](Cl)=[CH:10][C:8]=2[N:9]=1)([CH3:4])([CH3:3])[CH3:2].C(=O)([O-])[O-].[K+].[K+].[NH:24]1[CH2:29][CH2:28][S:27][CH2:26][CH2:25]1.O>CN1CCCC1=O>[C:1]([C:5]1[S:6][C:7]2[CH:13]=[C:12]([N+:14]([O-:16])=[O:15])[C:11]([N:24]3[CH2:29][CH2:28][S:27][CH2:26][CH2:25]3)=[CH:10][C:8]=2[N:9]=1)([CH3:4])([CH3:3])[CH3:2] |f:1.2.3|. Solvent: CN1C(CCC1)=O (1-methyl-2-pyrrolidinone). The reactants are C(C)(C)(C)C=1SC2=C(N1)C=C(C(=C2)[N+](=O)[O-])Cl (2-tert-butyl-5-chloro-6-nitrobenzothiazole), O (water), C([O-])([O-])=O.[K+].[K+] (potassium carbonate), N1CCSCC1 (thiomorpholine). Yields the product C(C)(C)(C)C=1SC2=C(N1)C=C(C(=C2)[N+](=O)[O-])N2CCSCC2 (2-tert-butyl-6-nitro-5-[thiomorpholin-4-yl]benzothiazole). Reactants: CCNC(=O)Nc1nc2cc(-c3cccnc3)cc(-c3ccccn3)c2s1, CN(C)C=O. Product: Nc1nc2cc(-c3cccnc3)cc(-c3ccccn3)c2s1. RXN SMILES: [CH2:1]([NH:2][C:3](=[O:4])[NH:6][c:7]1[s:8][c:9]2[c:10]([n:11]1)[cH:12][c:13](-[c:22]1[cH:23][n:24][cH:25][cH:26][cH:27]1)[cH:14][c:15]2-[c:16]1[n:17][cH:18][cH:19][cH:20][cH:21]1)[CH3:5].[O:28]=[CH:29][N:30]([CH3:31])[CH3:32]>>[NH2:6][c:7]1[s:8][c:9]2[c:10]([n:11]1)[cH:12][c:13](-[c:22]1[cH:23][n:24][cH:25][cH:26][cH:27]1)[cH:14][c:15]2-[c:16]1[n:17][cH:18][cH:19][cH:20][cH:21]1. Conditions: temperature 100 celsius, time 8 hour. The reactants are FC1=NC=CC(=C1)B(O)O ((2-fluoropyridin-4-yl)boronic acid), ClC1=CC=C(C=N1)CN ((6-chloropyridin-3-yl)methanamine), C1(CCCCC1)P(C1=C(C=CC=C1)C1=C(C=CC=C1OC)OC)C1CCCCC1 (dicyclohexyl(2′,6′-dimethoxy-[1,1′-biphenyl]-2-yl)phosphine), [O-]P(=O)([O-])[O-].[K+].[K+].[K+] (K3PO4). The reagents and catalysts are CC(=O)[O-].CC(=O)[O-].[Pd+2] (Pd(OAc)2). Reaction SMILES: [F:1][C:2]1[CH:7]=[C:6](B(O)O)[CH:5]=[CH:4][N:3]=1.Cl[C:12]1[N:17]=[CH:16][C:15]([CH2:18][NH2:19])=[CH:14][CH:13]=1.C1(P(C2CCCCC2)C2C=CC=CC=2C2C(OC)=CC=CC=2OC)CCCCC1.[O-]P([O-])([O-])=O.[K+].[K+].[K+]>CC(O)CC.CC([O-])=O.CC([O-])=O.[Pd+2]>[F:1][C:2]1[CH:7]=[C:6]([C:12]2[CH:13]=[CH:14][C:15]([CH2:18][NH2:19])=[CH:16][N:17]=2)[CH:5]=[CH:4][N:3]=1 |f:3.4.5.6,8.9.10|. Run in CC(CC)O (2-butanol). Reported procedure: A mixture of (2-fluoropyridin-4-yl)boronic acid 24-1 (200 mg, 1.42 mmol), (6-chloropyridin-3-yl)methanamine 18-1 (142 mg, 1.00 mmol), Pd(OAc)2 (12 mg, 0.05 mmol), dicyclohexyl(2′,6′-dimethoxy-[1,1′-biphenyl]-2-yl)phosphine (41 mg, 0.1 mmol) and K3PO4 (424 mg, 2.00 mmol) in 2-butanol (1 mL) was stirred at 100° C. under argon overnight. After cooling to room temperature, the mixture was filtered through celite (washed with ethyl acetate), concentrated by rotavap and the residue subjected to silica... Yields the product FC1=NC=CC(=C1)C1=NC=C(C=C1)CN ((2′-fluoro-[2,4′-bipyridin]-5-yl)methanamine). Starting materials: CCC(CC)COC(C1=CC=CC=C1)(C2=CC=CC=C2)C(=O)N(C)CC[NH+](C)C.[Cl-] (X-100), C(CO)(=O)[O-] (glycolate). Run at time 16 hour. Product: C(C=O)(=O)[O-] (glyoxylate), C(=O)[O-] (formate), C(C(=O)[O-])(=O)[O-] (oxalate). RXN SMILES: [C:1]([O-:5])(=[O:4])[CH2:2][OH:3].CCC(C[O:12]C(C(N(CC[NH+](C)C)C)=O)(C1C=CC=CC=1)C1C=CC=CC=1)CC.[Cl-]>>[C:1]([O-:5])(=[O:4])[CH:2]=[O:3].[CH:1]([O-:5])=[O:4].[C:2]([O-:12])(=[O:3])[C:1]([O-:5])=[O:4] |f:1.2|. Procedure details: The reaction in Example 9 was repeated, substituting 0.75 g of a Pichia pastoris transformant MSP10 (13.2 IU glycolate oxidase and 21,200 IU catalase) which had been permeabilized by treatment with 0.1% Triton X-100/1 freeze-thaw for the Hansenula polymorpha transformant. After 16 h, the HPLC yields of glyoxylate, formate, and oxalate were 30.5%, 59.2%, and 10.7%, respectively, and 0.8% glycolate remained.